From a dataset of the Open Reaction Database (ORD), a public repository of structured organic reaction records. describe an organic reaction: reactants, conditions, products, and yield Run in amide. Procedure: This compound was made in an analogous manner to methyl (R)-2-((S)-2-(5-(8-(2-((S)-1-((S)-2-methoxycarbonylamino-3-methylbutanoyl)pyrrolidin-2-yl)-1H-imidazol-5-yl)-6H-dibenzo[c,h]chromen-2-yl)-1H-imidazol-2-yl)pyrrolidin-1-yl)-2-oxo-1-phenylethylcarbamate, substituting (2S,3R)-3-methoxy-2-(methoxycarbonylamino)butanoic acid for (S)-2-(methoxycarbonylamino)-3-methylbutanoic acid in the first amide coupling. LCMS-ESI+: calculated for C48H50N8O8: 866.96; observed [M+1]+: 867.58. Product: COC(=O)N[C@H](C(=O)N1[C@@H](CCC1)C=1NC(=CN1)C=1C=CC2=C(COC3=C4C(=CC=C23)C=C(C=C4)C4=CN=C(N4)[C@H]4N(CCC4)C([C@@H](C4=CC=CC=C4)NC(OC)=O)=O)C1)[C@@H](C)OC (Methyl (R)-2-((S)-2-(5-(8-(2-((S)-1-((2S,3R)-2-methoxycarbonylamino-3-methoxybutanoyl)pyrrolidin-2-yl)-1H-imidazol-5-yl)-6H-dibenzo[c,h]chromen-2-yl)-1H-imidazol-2-yl)pyrrolidin-1-yl)-2-oxo-1-phenylethylcarbamate). RXN SMILES: [CH3:1][O:2][C:3]([NH:5][C@@H:6]([CH:61]([CH3:63])C)[C:7]([N:9]1[CH2:13][CH2:12][CH2:11][C@H:10]1[C:14]1[NH:15][C:16]([C:19]2[CH:20]=[CH:21][C:22]3[C:31]4[C:26](=[C:27]5[CH:35]=[CH:34][C:33]([C:36]6[NH:40][C:39]([C@@H:41]7[CH2:45][CH2:44][CH2:43][N:42]7[C:46](=[O:59])[C@H:47]([NH:54][C:55](=[O:58])[O:56][CH3:57])[C:48]7[CH:53]=[CH:52][CH:51]=[CH:50][CH:49]=7)=[N:38][CH:37]=6)=[CH:32][C:28]5=[CH:29][CH:30]=4)[O:25][CH2:24][C:23]=3[CH:60]=2)=[CH:17][N:18]=1)=[O:8])=[O:4].[CH3:64][O:65]C(N[C@@H](C(C)C)C(O)=O)=O>>[CH3:1][O:2][C:3]([NH:5][C@@H:6]([C@H:61]([O:65][CH3:64])[CH3:63])[C:7]([N:9]1[CH2:13][CH2:12][CH2:11][C@H:10]1[C:14]1[NH:15][C:16]([C:19]2[CH:20]=[CH:21][C:22]3[C:31]4[C:26](=[C:27]5[CH:35]=[CH:34][C:33]([C:36]6[NH:40][C:39]([C@@H:41]7[CH2:45][CH2:44][CH2:43][N:42]7[C:46](=[O:59])[C@H:47]([NH:54][C:55](=[O:58])[O:56][CH3:57])[C:48]7[CH:53]=[CH:52][CH:51]=[CH:50][CH:49]=7)=[N:38][CH:37]=6)=[CH:32][C:28]5=[CH:29][CH:30]=4)[O:25][CH2:24][C:23]=3[CH:60]=2)=[CH:17][N:18]=1)=[O:8])=[O:4]. Starting materials: COC(=O)N[C@H](C(=O)N1[C@@H](CCC1)C=1NC(=CN1)C=1C=CC2=C(COC3=C4C(=CC=C23)C=C(C=C4)C4=CN=C(N4)[C@H]4N(CCC4)C([C@@H](C4=CC=CC=C4)NC(OC)=O)=O)C1)C(C)C (methyl (R)-2-((S)-2-(5-(8-(2-((S)-1-((S)-2-methoxycarbonylamino-3-methylbutanoyl)pyrrolidin-2-yl)-1H-imidazol-5-yl)-6H-dibenzo[c,h]chromen-2-yl)-1H-imidazol-2-yl)pyrrolidin-1-yl)-2-oxo-1-phenylethylcarbamate), COC(=O)N[C@H](C(=O)O)C(C)C ((S)-2-(methoxycarbonylamino)-3-methylbutanoic acid). Reactants: O=c1[nH]cc(Br)c2sc3ccccc3c12, CCC(C)=O, CN1CCCC1=O, Cl, N#C[Cu]. The product is N#Cc1c[nH]c(=O)c2c1sc1ccccc12. RXN SMILES: [Br:1][c:2]1[c:3]2[c:4]([c:5](=[O:8])[nH:6][cH:7]1)[c:9]1[c:10]([s:11]2)[cH:12][cH:13][cH:14][cH:15]1.[CH2:27]([C:28]([CH3:29])=[O:30])[CH3:31].[CH3:20][N:21]1[CH2:22][CH2:23][CH2:24][C:25]1=[O:26].[ClH:19].[Cu:16][C:17]#[N:18]>>[c:2]1([C:17]#[N:18])[c:3]2[c:4]([c:5](=[O:8])[nH:6][cH:7]1)[c:9]1[c:10]([s:11]2)[cH:12][cH:13][cH:14][cH:15]1. The reactants are compound 139, Cl.ClCC1=C(N=C2N1C=C(C=C2)F)C2=CC=C(C=C2)F (3-(chloromethyl)-6-fluoro-2-(4-fluorophenyl)imidazo[1,2-a]pyridine hydrochloride), FC1=NC(=NC(=C1)F)N (4,6-difluoropyrimidin-2-amine). Yields the product FC1=NC(=NC(=C1)F)NCC1=C(N=C2N1C=C(C=C2)F)C2=CC=C(C=C2)F (4,6-Difluoro-N-((6-fluoro-2-(4-fluorophenyl)imidazo[1,2-a]pyridin-3-yl)methyl)pyrimidin-2-amine). Isolated yield 39.0%. RXN SMILES: Cl.Cl[CH2:3][C:4]1[N:8]2[CH:9]=[C:10]([F:13])[CH:11]=[CH:12][C:7]2=[N:6][C:5]=1[C:14]1[CH:19]=[CH:18][C:17]([F:20])=[CH:16][CH:15]=1.[F:21][C:22]1[CH:27]=[C:26]([F:28])[N:25]=[C:24]([NH2:29])[N:23]=1>>[F:21][C:22]1[CH:27]=[C:26]([F:28])[N:25]=[C:24]([NH:29][CH2:3][C:4]2[N:8]3[CH:9]=[C:10]([F:13])[CH:11]=[CH:12][C:7]3=[N:6][C:5]=2[C:14]2[CH:19]=[CH:18][C:17]([F:20])=[CH:16][CH:15]=2)[N:23]=1 |f:0.1|. Procedure details: The title compound was prepared according to Method A and the experimentals described for compound 139 from 3-(chloromethyl)-6-fluoro-2-(4-fluorophenyl)imidazo[1,2-a]pyridine hydrochloride and 4,6-difluoropyrimidin-2-amine. (0.35 g, 39% yield). M/e+ 374.2 for C18H11F4N5 (M+H)+. Starting materials: C(CC#N)#N (malononitrile), O.NN (hydrazine hydrate), C(C)OC(C1=CC=C(C=C1)NN=C(C#N)C#N)=O (4-(N′-dicyanomethylenehydrazino)benzoic acid ethyl ester), NC1=CC=C(C(=O)OCC)C=C1 (ethyl 4-aminobenzoate), O.NN (hydrazine hydrate). Product: C(C)OC(C1=CC=C(C=C1)NN=C1C(=NN=C1N)N)=O (4-[N′-(3,5-diaminopyrazol-4-ylidene)hydrazino]benzoic acid ethyl ester), compound. Isolated yield 33.0%. RXN SMILES: C(OC(=O)C1C=CC(N[N:12]=[C:13]([C:16]#[N:17])[C:14]#[N:15])=CC=1)C.[NH2:19][C:20]1[CH:30]=[CH:29][C:23]([C:24]([O:26][CH2:27][CH3:28])=[O:25])=[CH:22][CH:21]=1.C(#N)CC#N.O.[NH2:37][NH2:38]>>[CH2:27]([O:26][C:24](=[O:25])[C:23]1[CH:22]=[CH:21][C:20]([NH:19][N:12]=[C:13]2[C:14]([NH2:15])=[N:38][N:37]=[C:16]2[NH2:17])=[CH:30][CH:29]=1)[CH3:28] |f:3.4|. Procedure: 4-[N′-(3,5-diaminopyrazol-4-ylidene)hydrazino]benzoic acid ethyl ester was prepared using 121 mg (0.5 mmol) of 4-(N′-dicyanomethylenehydrazino)benzoic acid ethyl ester, which was derived from ethyl 4-aminobenzoate (165 mg, 1.0 mmol) and malononitrile (1.5 mmol), and hydrazine hydrate. The hydrazine hydrate was added to the solution at a temperature of 75° C. The solution cleared briefly and then a precipitate formed. The resulting solid was isolated by filtration, washed with ethanol, and dried ... Reactants: S(=O)(=O)(OC)OC (dimethyl sulfate), C1=CC=CC=2C3=C(NC12)C1=C(S3)C=CC=C1 (10H-[1]benzothieno[3,2-b]indole). Solvent: C(Cl)Cl.CCCCCC (CH2Cl2 hexane). Product: CN1C2=C(C=3C=CC=CC13)SC1=C2C=CC=C1 (10-methyl-10H-[1]benzothieno[3,2-b]indole). The yield is 91.9%. As a reaction SMILES: S(OC)(O[CH3:5])(=O)=O.[CH:8]1[C:16]2[NH:15][C:14]3[C:17]4[CH:23]=[CH:22][CH:21]=[CH:20][C:18]=4[S:19][C:13]=3[C:12]=2[CH:11]=[CH:10][CH:9]=1>C(Cl)Cl.CCCCCC>[CH3:5][N:15]1[C:16]2[CH:8]=[CH:9][CH:10]=[CH:11][C:12]=2[C:13]2[S:19][C:18]3[CH:20]=[CH:21][CH:22]=[CH:23][C:17]=3[C:14]1=2 |f:2.3|. Procedure: Using the procedure outlined in Example 34A except that dimethyl sulfate was used as the alkylating agent, 10H-[1]benzothieno[3,2-b]indole (prepared by the method of K. E. Chippendale and B. Iddon, JCS Perkin Trans. I, 2023 (1972)) gave a 91.9% yield of 10-methyl-10H-[1]benzothieno[3,2-b]indole, mp 175°-176°, (CH2Cl2 /hexane), (C,H,N,S). The reactants are C1(CC1)COC1=CC=CC(=N1)C(=O)O (6-cyclopropylmethoxy-pyridine-2-carboxylic acid), N1(CCCCC1)N (1-piperidinamine). Product: N1(CCCCC1)NC(=O)C1=NC(=CC=C1)OCC1CC1 (6-Cyclopropylmethoxy-pyridine-2-carboxylic acid piperidin-1-ylamide). Reaction SMILES: [CH:1]1([CH2:4][O:5][C:6]2[N:11]=[C:10]([C:12]([OH:14])=O)[CH:9]=[CH:8][CH:7]=2)[CH2:3][CH2:2]1.[N:15]1([NH2:21])[CH2:20][CH2:19][CH2:18][CH2:17][CH2:16]1>>[N:15]1([NH:21][C:12]([C:10]2[CH:9]=[CH:8][CH:7]=[C:6]([O:5][CH2:4][CH:1]3[CH2:2][CH2:3]3)[N:11]=2)=[O:14])[CH2:20][CH2:19][CH2:18][CH2:17][CH2:16]1. Reported procedure: The title compound was synthesized in analogy to Example 1, using 6-cyclopropylmethoxy-pyridine-2-carboxylic acid (CAN 1248077-05-5) and 1-piperidinamine (CAN 2213-43-6) as starting materials, MS (LC/MS): 276.1 (M+H). The reactants are [OH-].[Na+] (Sodium hydroxide), P(=O)(Cl)(Cl)Cl (Phosphorus oxychoride), CN(C=O)C (dimethyl formamide), CN(C=O)C (dimethyl formamide), CC1=CC=C2C=CNC2=C1 (6-methylindole). Solvent: O (water). Reaction conditions: time 16 hour. Yields the product CC1=CC=C2C(=CNC2=C1)C=O (6-Methyl indole-3-carboxaldehyde). RXN SMILES: P(Cl)(Cl)(Cl)=O.CN(C)[CH:8]=[O:9].[CH3:11][C:12]1[CH:20]=[C:19]2[C:15]([CH:16]=[CH:17][NH:18]2)=[CH:14][CH:13]=1.[OH-].[Na+]>O>[CH3:11][C:12]1[CH:20]=[C:19]2[C:15]([C:16]([CH:8]=[O:9])=[CH:17][NH:18]2)=[CH:14][CH:13]=1 |f:3.4|. Reported procedure: Phosphorus oxychoride (3.2 ml, 34.3 mmol) was added dropwise to dimethyl formamide (26 ml) over ten minutes at ~5° C. To this solution was added a dimethyl formamide (32 ml) solution of 6-methylindole (3.307 g, 25.2 mmol) over 10 minutes. The mixture was slowly warmed to ambient temperature, then heated to 50° C. for four hours. The mixture was cooled to ambient temperature, then poured onto ice (500 g). The aqueous solution was left to stand for 16 hours. Sodium hydroxide (6.0 g) was dissolved ... Reactants: CC#N, CS(=O)(=O)Cl, CO, [H-], [Na+], O, COC(=O)c1cccc2[nH]ccc12. Product: COC(=O)c1cccc2c1ccn2S(C)(=O)=O. Reaction SMILES: [CH3:16][C:17]#[N:18].[CH3:19][S:20]([Cl:21])(=[O:22])=[O:23].[CH3:25][OH:26].[H-:1].[Na+:2].[OH2:24].[nH:3]1[cH:4][cH:5][c:6]2[c:7]([C:12](=[O:13])[O:14][CH3:15])[cH:8][cH:9][cH:10][c:11]12>>[n:3]1([S:20]([CH3:19])(=[O:22])=[O:23])[cH:4][cH:5][c:6]2[c:7]([C:12](=[O:13])[O:14][CH3:15])[cH:8][cH:9][cH:10][c:11]12. Reactants: CCOC(=O)C(Br)Br, CCN(C(=O)OC(C)(C)C)C(C)Cc1ccc(O)c(O)c1, [K+], [K+], O=C([O-])[O-], CN(C)C=O. The product is CCOC(=O)C1Oc2ccc(CC(C)N(CC)C(=O)OC(C)(C)C)cc2O1. Reaction SMILES: [Br:28][CH:29]([C:30](=[O:31])[O:32][CH2:33][CH3:34])[Br:35].[C:1]([CH3:2])([CH3:3])([CH3:4])[O:5][C:6]([N:7]([CH2:8][CH3:9])[CH:10]([CH2:11][c:12]1[cH:13][c:14]([OH:19])[c:15]([OH:18])[cH:16][cH:17]1)[CH3:20])=[O:21].[K+:22].[K+:23].[O-:24][C:25]([O-:26])=[O:27].[O:36]=[CH:37][N:38]([CH3:39])[CH3:40]>>[C:1]([CH3:2])([CH3:3])([CH3:4])[O:5][C:6]([N:7]([CH2:8][CH3:9])[CH:10]([CH2:11][c:12]1[cH:13][c:14]2[c:15]([cH:16][cH:17]1)[O:18][CH:29]([C:30](=[O:31])[O:32][CH2:33][CH3:34])[O:19]2)[CH3:20])=[O:21].